Dataset: the Open Reaction Database (ORD), a public repository of structured organic reaction records. Task: describe an organic reaction: reactants, conditions, products, and yield Reactants: [H-].[H-].[H-].[H-].[Li+].[Al+3] (LiAlH4), COC(CC1=C(C=C(C(=C1)Cl)C1CCCCC1)OC)=O ((5-chloro-4- cyclohexyl-2-methoxyphenyl)-acetic acid methyl ester), C(C)(=O)OCC (ethyl acetate). Solvent: O1CCCC1 (tetrahydrofuran). Reaction conditions: time 18 hour. The product is ClC=1C(=CC(=C(C1)CCO)OC)C1CCCCC1 (2-(5-Chloro-4-cyclohexyl-2-methoxyphenyl)-ethanol). RXN SMILES: [H-].[H-].[H-].[H-].[Li+].[Al+3].C[O:8][C:9](=O)[CH2:10][C:11]1[CH:16]=[C:15]([Cl:17])[C:14]([CH:18]2[CH2:23][CH2:22][CH2:21][CH2:20][CH2:19]2)=[CH:13][C:12]=1[O:24][CH3:25].C(OCC)(=O)C>O1CCCC1>[Cl:17][C:15]1[C:14]([CH:18]2[CH2:23][CH2:22][CH2:21][CH2:20][CH2:19]2)=[CH:13][C:12]([O:24][CH3:25])=[C:11]([CH2:10][CH2:9][OH:8])[CH:16]=1 |f:0.1.2.3.4.5|. Reported procedure: 7 g of LiAlH4 are added in portions at 0° under an inert gas atmosphere to 16 g of (5-chloro-4- cyclohexyl-2-methoxyphenyl)-acetic acid methyl ester in 350 ml of dry tetrahydrofuran. Stirring is then effected for 18 hours at 22° . 20 ml of ethyl acetate are carefully added in drops so as to destroy the excess LiAlH4. The mixture is then poured onto a solution of NH4Cl in ice water, acidified with 2N H2SO4 and extracted three times with acetic ester. The organic phases are washed with water, drie... Starting materials: ClC1=CC=C2C(=C(NC2=C1)C(=O)C1=NC=CC(=C1)C)CC(=O)O ([6-chloro-2-(4-methylpyridine-2-carbonyl)-1H-indol-3-yl]acetic acid), Cl.CN (methylamine hydrochloride). Product: ClC1=CC=C2C(=C(NC2=C1)C(=O)C1=NC=CC(=C1)C)CC(=O)NC ([6-Chloro-2-(4-methylpyridine-2-carbonyl)-1H-indol-3-yl]-N-methylacetamide). Reaction SMILES: [Cl:1][C:2]1[CH:10]=[C:9]2[C:5]([C:6]([CH2:20][C:21]([OH:23])=O)=[C:7]([C:11]([C:13]3[CH:18]=[C:17]([CH3:19])[CH:16]=[CH:15][N:14]=3)=[O:12])[NH:8]2)=[CH:4][CH:3]=1.Cl.[CH3:25][NH2:26]>>[Cl:1][C:2]1[CH:10]=[C:9]2[C:5]([C:6]([CH2:20][C:21]([NH:26][CH3:25])=[O:23])=[C:7]([C:11]([C:13]3[CH:18]=[C:17]([CH3:19])[CH:16]=[CH:15][N:14]=3)=[O:12])[NH:8]2)=[CH:4][CH:3]=1 |f:1.2|. Procedure details: The title compound was prepared according to the procedure described in Example 43 from [6-chloro-2-(4-methylpyridine-2-carbonyl)-1H-indol-3-yl]acetic acid (Example 31) and methylamine hydrochloride.